Dataset: the Open Reaction Database (ORD), a public repository of structured organic reaction records. Task: describe an organic reaction: reactants, conditions, products, and yield Starting materials: CC=1[Se]C2=C(N1)C=C(C=C2)C (2,5-dimethylbenzoselenazole), ClC1=CC=C(C=C1)S(=O)(=O)OCCCCCCCCCCCCCCCCCC (octadecyl parachlorobenzenesulfonate). Run at temperature 130 celsius. The product is ClC1=CC=C(C=C1)S(=O)(=O)[O-].CC=1[Se]C2=C([N+]1CCCCCCCCCCCCCCCCCC)C=C(C=C2)C (2,5-dimethyl-3-octadecylbenzoselenazolium parachlorobenzenesulfonate). Isolated yield 57.5%. Reaction SMILES: [CH3:1][C:2]1[Se:3][C:4]2[CH:10]=[CH:9][C:8]([CH3:11])=[CH:7][C:5]=2[N:6]=1.[Cl:12][C:13]1[CH:18]=[CH:17][C:16]([S:19]([O:22][CH2:23][CH2:24][CH2:25][CH2:26][CH2:27][CH2:28][CH2:29][CH2:30][CH2:31][CH2:32][CH2:33][CH2:34][CH2:35][CH2:36][CH2:37][CH2:38][CH2:39][CH3:40])(=[O:21])=[O:20])=[CH:15][CH:14]=1>>[Cl:12][C:13]1[CH:14]=[CH:15][C:16]([S:19]([O-:22])(=[O:20])=[O:21])=[CH:17][CH:18]=1.[CH3:1][C:2]1[Se:3][C:4]2[CH:10]=[CH:9][C:8]([CH3:11])=[CH:7][C:5]=2[N+:6]=1[CH2:40][CH2:39][CH2:38][CH2:37][CH2:36][CH2:35][CH2:34][CH2:33][CH2:32][CH2:31][CH2:30][CH2:29][CH2:28][CH2:27][CH2:26][CH2:25][CH2:24][CH3:23] |f:2.3|. Procedure details: Into a sealed tube in which air was replaced by nitrogen were placed 1.50 g (7.14 mmoles) of 2,5-dimethylbenzoselenazole and 3.50 g (7.85 mmoles) of octadecyl parachlorobenzenesulfonate. The mixture obtained was heated at 130° C. for 3 hours. The resulting red solid was washed with ether and dried under reduced pressure, giving 2.69 g (yield: 57.4%) of 2,5-dimethyl-3-octadecylbenzoselenazolium parachlorobenzenesulfonate as a light brown powder. Starting materials: C(CC)N(C(=O)C=1C=C(C(=O)OC)C=C(C1)C1=CSC=C1)CCC (methyl 3-[(dipropylamino)carbonyl]-5-(3-thienyl)benzoate). Run in C1CCOC1.CO.[OH-].[Na+] (THF methanol sodium hydroxide), O (water). Reaction conditions: temperature 40 celsius, time 2 hour. Product: C(CC)N(C(=O)C=1C=C(C(=O)O)C=C(C1)C1=CSC=C1)CCC (3-[(dipropylamino)carbonyl]-5-(3-thienyl)benzoic acid). Reaction SMILES: [CH2:1]([N:4]([CH2:22][CH2:23][CH3:24])[C:5]([C:7]1[CH:8]=[C:9]([CH:14]=[C:15]([C:17]2[CH:21]=[CH:20][S:19][CH:18]=2)[CH:16]=1)[C:10]([O:12]C)=[O:11])=[O:6])[CH2:2][CH3:3]>C1COCC1.CO.[OH-].[Na+].O>[CH2:22]([N:4]([CH2:1][CH2:2][CH3:3])[C:5]([C:7]1[CH:8]=[C:9]([CH:14]=[C:15]([C:17]2[CH:21]=[CH:20][S:19][CH:18]=2)[CH:16]=1)[C:10]([OH:12])=[O:11])=[O:6])[CH2:23][CH3:24] |f:1.2.3.4|. Reported procedure: A mixture of methyl 3-[(dipropylamino)carbonyl]-5-(3-thienyl)benzoate (XLIX, step 3, 0.31 g, 0.88 mmol) in THF/methanol/sodium hydroxide (3/1/1, 5 mL) is stirred at 40 degrees C. for 2 hours. The reaction is cooled to 20-25 degrees C., diluted with water and extracted with ethyl acetate. The aqueous phase is acidified to pH=4 and extracted with ethyl acetate. The organic phase is washed with water and saline, dried over magnesium sulfate and concentrated under reduced pressure to give 3-[(diprop... Starting materials: ClC1=CC(=C(C=C1)C#CCNC(OC(C)(C)C)=O)C(C1=C(C=CC=C1OC)F)=O (tert-butyl {3-[4-chloro-2-(2-fluoro-6-methoxybenzoyl)phenyl]prop-2-yn-1-yl}carbamate), FC(C(=O)O)(F)F (trifluoroacetic acid), C(C)(C)N(C(C)C)CC (N,N-Diisopropylethylamine), C(C)(C)N(C(C)C)CC (N,N-diisopropylethylamine), FC(C(=O)O)(F)F (Trifluoroacetic acid), COC(N(C)C)OC (Dimethylformamide dimethylacetal). Solvent: ClCCl (dichloromethane), O (Water), O (water). Run at temperature 32.5 celsius. Product: ClC1=CC2=C(C(C(CN=C2C2=C(C=CC=C2OC)F)=CN(C)C)=O)C=C1 (8-chloro-4-[(dimethylamino)methylene]-1-(2-fluoro-6-methoxyphenyl)-3,4-dihydro-5H-2-benzazepin-5-one). Yield: 83.0%. Reaction SMILES: FC(F)(F)C(O)=[O:4].[Cl:8][C:9]1[CH:14]=[CH:13][C:12]([C:15]#[C:16][CH2:17][NH:18]C(=O)OC(C)(C)C)=[C:11]([C:26](=O)[C:27]2[C:32]([O:33][CH3:34])=[CH:31][CH:30]=[CH:29][C:28]=2[F:35])[CH:10]=1.C(N(CC)C(C)C)(C)C.CO[CH:48](OC)[N:49]([CH3:51])[CH3:50]>ClCCl.O>[Cl:8][C:9]1[CH:14]=[CH:13][C:12]2[C:15](=[O:4])[C:16](=[CH:48][N:49]([CH3:50])[CH3:51])[CH2:17][N:18]=[C:26]([C:27]3[C:32]([O:33][CH3:34])=[CH:31][CH:30]=[CH:29][C:28]=3[F:35])[C:11]=2[CH:10]=1. Reported procedure: Trifluoroacetic acid (158 L) and water (8.3 L) were added to a reactor. A solution of 8 (37.8 kg, 90.5 mol) in dichloromethane (63 L) was added via a second reactor to the trifluoroacetic acid solution over a minimum of 60 min while maintaining the temperature between 20 and 30° C. The reactor containing the solution of 8 was rinsed with dichloromethane (19 L) and transferred to the reaction mixture while maintaining the temperature between 20 and 30° C. The mixture was heated to 30 to 35° C. an... Starting materials: CCOC(=O)c1nc(-c2c(F)cccc2F)n(C)c(=O)c1O, NCc1ccc(F)cc1C(F)(F)F. Yields the product Cn1c(-c2c(F)cccc2F)nc(C(=O)NCc2ccc(F)cc2C(F)(F)F)c(O)c1=O. As a reaction SMILES: [CH2:1]([O:2][C:4](=[O:5])[c:6]1[n:7][c:8](-[c:15]2[c:16]([F:22])[cH:17][cH:18][cH:19][c:20]2[F:21])[n:9]([CH3:14])[c:10](=[O:13])[c:11]1[OH:12])[CH3:3].[F:23][C:24]([c:25]1[c:26]([CH2:27][NH2:28])[cH:29][cH:30][c:31]([F:33])[cH:32]1)([F:34])[F:35]>>[C:4](=[O:5])([c:6]1[n:7][c:8](-[c:15]2[c:16]([F:22])[cH:17][cH:18][cH:19][c:20]2[F:21])[n:9]([CH3:14])[c:10](=[O:13])[c:11]1[OH:12])[NH:28][CH2:27][c:26]1[c:25]([C:24]([F:23])([F:34])[F:35])[cH:32][c:31]([F:33])[cH:30][cH:29]1. Starting materials: [Li]CCCC, C1CCOC1, CC1CCCN(C)C1(C)C, CCOC=O, [Cl-], COc1cc(Cl)c(OC)nn1, [NH4+]. The product is COc1nnc(OC)c(C=O)c1Cl. RXN SMILES: [CH2:1]([Li:2])[CH2:3][CH2:4][CH3:5].[CH2:34]1[O:35][CH2:36][CH2:37][CH2:38]1.[CH3:6][CH:7]1[CH2:8][CH2:9][CH2:10][N:11]([CH3:12])[C:13]1([CH3:14])[CH3:15].[CH:27](=[O:28])[O:29][CH2:30][CH3:31].[Cl-:32].[Cl:16][c:17]1[c:18]([O:25][CH3:26])[n:19][n:20][c:21]([O:23][CH3:24])[cH:22]1.[NH4+:33]>>[Cl:16][c:17]1[c:18]([O:25][CH3:26])[n:19][n:20][c:21]([O:23][CH3:24])[c:22]1[CH:27]=[O:28]. Reactants: CCOC(=O)C (EtOAc), NC1=CC=C(C(=O)O)C=C1 (4-aminobenzoic acid), OS(=O)(=O)O (H2SO4). Solvent: CO (methanol). The product is crude product, NC1=CC=C(C(=O)OC)C=C1 (methyl 4-aminobenzoate). The yield is 93.0%. Reaction SMILES: [NH2:1][C:2]1[CH:10]=[CH:9][C:5]([C:6]([OH:8])=[O:7])=[CH:4][CH:3]=1.OS(O)(=O)=O.[CH3:16]COC(C)=O>CO>[NH2:1][C:2]1[CH:10]=[CH:9][C:5]([C:6]([O:8][CH3:16])=[O:7])=[CH:4][CH:3]=1. Reported procedure: Into a 1000 mL 3-necked round bottom flask, was placed a solution of 4-aminobenzoic acid (20 g, 145.99 mmol) in methanol (600 mL). To the above was added H2SO4 (30 mL) dropwise with stirring. The resulting solution was stirred at reflux overnight. The reaction progress was monitored by TLC (EtOAc/PE=1:5). After completion, the volatile components were removed under reduced pressure and the residue was dissolved in 300 mL of water. Adjustment of the pH to 9 was accomplished by the addition of and... The reactants are (PPh3)3CuBr, [N+](=O)([O-])C=1C=C(C(C#N)=CC1)C#N (4-nitrophthalonitrile), bisphenol, ClC1=CC=C(C(=O)C2=CC=C(C=C2)Cl)C=C1 (4,4′-dichlorobenzophenone), C(=O)([O-])[O-].[K+].[K+] (K2CO3), Cl (HCl). Run in CS(=O)C (dimethylsulfoxide), C1(=CC=CC=C1)C (toluene), C1(=CC=CC=C1)C (Toluene). Reaction conditions: temperature 140 celsius. Product: C(C=1C(C#N)=CC=CC1)#N (phthalonitrile). Isolated yield 407.3%. RXN SMILES: ClC1C=CC(C(C2C=CC(Cl)=CC=2)=O)=CC=1.C([O-])([O-])=O.[K+].[K+].[N+]([C:26]1[CH:27]=[C:28]([C:34]#[N:35])[C:29](=[CH:32][CH:33]=1)[C:30]#[N:31])([O-])=O.Cl>C1(C)C=CC=CC=1.CS(C)=O>[C:34](#[N:35])[C:28]1[C:29](=[CH:32][CH:33]=[CH:26][CH:27]=1)[C:30]#[N:31] |f:1.2.3|. Reported procedure: To a 250 mL, Three-necked flask fitted with a thermometer, a Dean-Stark trap with condenser, and a nitrogen inlet were added bisphenol A6F (15.0 g, 44.6 mmol), 4,4′-dichlorobenzophenone (5.60 g, 22.3 mmol), powdered anhydrous K2CO3 (9.24 g, 67.0 mmol), (PPh3)3CuBr (100 mg), toluene (15 mL), and dimethylsulfoxide (DMSO) (100 mL). Toluene was used to control the refluxing azeotropic removal of water and to control the temperature of the reaction content. The resulting mixture was degassed with nit...